From a dataset of the Open Reaction Database (ORD), a public repository of structured organic reaction records. describe an organic reaction: reactants, conditions, products, and yield The product is COc1c(Cl)ccc(Cl)c1C(=O)NO. Reactants: O=C([O-])[O-], CCOCC, COc1c(Cl)ccc(Cl)c1C(=O)Cl, Cl, [K+], [K+], NO, O. RXN SMILES: [C:1](=[O:2])([O-:3])[O-:4].[CH3:24][CH2:25][O:26][CH2:27][CH3:28].[Cl:11][c:12]1[c:13]([O:22][CH3:23])[c:14]([C:15](=[O:16])[Cl:17])[c:18]([Cl:21])[cH:19][cH:20]1.[ClH:8].[K+:5].[K+:6].[NH2:9][OH:10].[OH2:7]>>[OH:7][NH:9][C:15]([c:14]1[c:13]([O:22][CH3:23])[c:12]([Cl:11])[cH:20][cH:19][c:18]1[Cl:21])=[O:16]. The reactants are COC(C1=CN=CC(=C1)N)=O (5-Amino-nicotinic acid methyl ester), [H-].[H-].[H-].[H-].[Li+].[Al+3] (LiAlH4). Solvent: C1CCOC1 (THF). Run at time 21 hour. The product is NC=1C=C(C=NC1)CO ((5-Amino-pyridin-3-yl)-methanol). Reaction SMILES: C[O:2][C:3](=O)[C:4]1[CH:9]=[C:8]([NH2:10])[CH:7]=[N:6][CH:5]=1.[H-].[H-].[H-].[H-].[Li+].[Al+3]>C1COCC1>[NH2:10][C:8]1[CH:9]=[C:4]([CH2:3][OH:2])[CH:5]=[N:6][CH:7]=1 |f:1.2.3.4.5.6|. Reported procedure: 5-Amino-nicotinic acid methyl ester (5.7 g, 30.2 mmol) was dissolved in THF (150 ml) and LiAlH4 (1M in THF solution 133 ml, 133 mmol) added slowly at 0° C. The reaction mixture was stirred at room temperature for 21 h. The reaction mixture was quenched and acidified to pH 3 using dilute HCl, and basified (pH 8) using solid Na2CO3. Solvents were removed under reduced pressure. The residue was filtered through silica gel using 20% MeOH/DCM yielding the product 3.8 g, (100%) with LCMS purity 97%, m... Starting materials: C(CCC)C1=NC2=C(N1C(C1=CC=C(C=C1)OC(C1=CC=CC=C1)C(=O)OCC)C)C=CC=C2 (2-n-butyl-1-[4-[(α-ethoxycarbonyl)benzyloxy]-(α-methyl)benzyl]-benzimidazole), [OH-].[Na+] (sodium hydroxide). Solvent: C(C)O (ethanol). Yields the product C(CCC)C1=NC2=C(N1C(C1=CC=C(C=C1)OC(C1=CC=CC=C1)C(=O)O)C)C=CC=C2 (2-n-Butyl-1-[4-[(α-carboxy)benzyloxy]-(α-methyl)-benzyl]benzimidazole). As a reaction SMILES: [CH2:1]([C:5]1[N:9]([CH:10]([CH3:30])[C:11]2[CH:16]=[CH:15][C:14]([O:17][CH:18]([C:25]([O:27]CC)=[O:26])[C:19]3[CH:24]=[CH:23][CH:22]=[CH:21][CH:20]=3)=[CH:13][CH:12]=2)[C:8]2[CH:31]=[CH:32][CH:33]=[CH:34][C:7]=2[N:6]=1)[CH2:2][CH2:3][CH3:4].[OH-].[Na+]>C(O)C>[CH2:1]([C:5]1[N:9]([CH:10]([CH3:30])[C:11]2[CH:16]=[CH:15][C:14]([O:17][CH:18]([C:25]([OH:27])=[O:26])[C:19]3[CH:20]=[CH:21][CH:22]=[CH:23][CH:24]=3)=[CH:13][CH:12]=2)[C:8]2[CH:31]=[CH:32][CH:33]=[CH:34][C:7]=2[N:6]=1)[CH2:2][CH2:3][CH3:4] |f:1.2|. Reported procedure: Prepared analogously to Example 1b from 2-n-butyl-1-[4-[(α-ethoxycarbonyl)benzyloxy]-(α-methyl)benzyl]-benzimidazole and 1N sodium hydroxide solution in ethanol. The reactants are ClC1=C(C(=O)NCC)C(=CC=C1C=O)[Si](C)(C)C (2-Chloro-N-ethyl-3-formyl-6-(trimethylsilyl)benzamide), Cl.NO (hydroxylamine hydrochloride), C(C)(=O)OC(C)=O (Acetic anhydride). The solvent is N1=CC=CC=C1 (pyridine). Run at temperature 100 celsius. Yields the product ClC1=C(C(=O)NCC)C(=CC=C1C#N)[Si](C)(C)C (2-Chloro-3-cyano-N-ethyl-6-(trimethylsilyl)benzamide). Reaction SMILES: [Cl:1][C:2]1[C:12]([CH:13]=O)=[CH:11][CH:10]=[C:9]([Si:15]([CH3:18])([CH3:17])[CH3:16])[C:3]=1[C:4]([NH:6][CH2:7][CH3:8])=[O:5].Cl.[NH2:20]O.C(OC(=O)C)(=O)C>N1C=CC=CC=1>[Cl:1][C:2]1[C:12]([C:13]#[N:20])=[CH:11][CH:10]=[C:9]([Si:15]([CH3:18])([CH3:17])[CH3:16])[C:3]=1[C:4]([NH:6][CH2:7][CH3:8])=[O:5] |f:1.2|. Procedure details: A solution of the compound of Example 223 (0.28 g, 1.0 mmol) and hydroxylamine hydrochloride (0.12 g, 1.7 mmol) in pyridine (10 mL) was stirred at RT for 2 h. Acetic anhydride (0.75 mL, 8.0 mmol) was added and the solution was heated at 100° C. for 1.5 h. The mixture was concentrated, water added and the mixture extracted with ether. The organic layers were washed with 0.5N HCl, sat NaHCO3, brine, dried (MgSO4) and concentrated to afford the title compound. The crude product was purified by recr... Reactants: C, CCO, O=C[O-], [NH4+], O, [Pd], CC(C)(C)OC(=O)C=Cc1ccncc1. The product is CC(C)(C)OC(=O)CCc1ccncc1. Reaction SMILES: [C:24].[CH3:20][CH2:21][OH:22].[CH:16]([O-:17])=[O:18].[NH4+:19].[OH2:23].[Pd:25].[n:1]1[cH:2][cH:3][c:4]([CH:7]=[CH:8][C:9](=[O:10])[O:11][C:12]([CH3:13])([CH3:14])[CH3:15])[cH:5][cH:6]1>>[n:1]1[cH:2][cH:3][c:4]([CH2:7][CH2:8][C:9](=[O:10])[O:11][C:12]([CH3:13])([CH3:14])[CH3:15])[cH:5][cH:6]1. The reactants are CC1=C(OC2=C(C(=C(N)C=C2C)C)Cl)C=CC(=C1)C (4-(2,4-dimethylphenoxy)-2,5-dimethyl-3-chloroaniline), FC1=C(C(=O)N=C=O)C(=CC=C1)F (2,6-difluorobenzoyl isocyanate). The product is ClC=1C(=C(C=C(C1OC1=C(C=C(C=C1)C)C)C)NC(=O)NC(C1=C(C=CC=C1F)F)=O)C (1-[3-chloro-4-(2,4-dimethylphenoxyl)-2,5-dimethylphenyl]-3-(2,6-difluorobenzoyl) urea). RXN SMILES: [CH3:1][C:2]1[CH:18]=[C:17]([CH3:19])[CH:16]=[CH:15][C:3]=1[O:4][C:5]1[C:11]([CH3:12])=[CH:10][C:8]([NH2:9])=[C:7]([CH3:13])[C:6]=1[Cl:14].[F:20][C:21]1[CH:31]=[CH:30][CH:29]=[C:28]([F:32])[C:22]=1[C:23]([N:25]=[C:26]=[O:27])=[O:24]>C1(C)C=CC=CC=1.CCCCCC>[Cl:14][C:6]1[C:7]([CH3:13])=[C:8]([NH:9][C:26]([NH:25][C:23](=[O:24])[C:22]2[C:28]([F:32])=[CH:29][CH:30]=[CH:31][C:21]=2[F:20])=[O:27])[CH:10]=[C:11]([CH3:12])[C:5]=1[O:4][C:3]1[CH:15]=[CH:16][C:17]([CH3:19])=[CH:18][C:2]=1[CH3:1]. Conditions: temperature 50 celsius. Procedure: Into a solution of 4-(2,4-dimethylphenoxy)-2,5-dimethyl-3-chloroaniline (1.75 grams, 6.3 mmol) prepared in Part B in 7 milliliters of toluene, which solution was warmed to a temperature of 50° C., was added 1.14 grams (6.2 mmol) of 2,6-difluorobenzoyl isocyanate in 1.5 milliliters of toluene. The reaction mixture was heated to a temperature of 90° C. and maintained at this temperature for 0.5 hours. After cooling to room temperature, the reaction mixture was diluted with 20 milliliters of hexane... The solvent is C1(=CC=CC=C1)C (toluene), CCCCCC (hexane), C1(=CC=CC=C1)C (toluene). Product: ClC=1C=C2C(=C(C(N(C2=CC1)C)=N)C(=O)NCCN1CCOCC1)O (6-Chloro-1,2-dihydro-4-hydroxy-2-imino-1-methyl-N-[2-(4-morpholinyl)ethyl]-3-quinolinecarboxamide). Reported procedure: To a solution of 0.92 g. (0.04 g. atoms) of sodium dissolved in 50 ml. of absolute ethanol was added 7.88 g. (0.04 mole) of 2-cyano-N-(2- morpholinoethyl)acetamide. The solvent was removed in a rotary evaporator in vacuo. Dimethyl formamide (50 ml.) was added to the residue followed by 8.46 g. (0.04 mole) of 5-chloro-N-methylisatoic anhydride. The reaction mixture was heated under reflux for 4 hours, cooled in ice and then poured into 1-liter of water. The resulting precipitate was collected and... RXN SMILES: [Na].[CH2:2]([OH:4])[CH3:3].[C:5]([CH2:7][C:8]([NH:10][CH2:11][CH2:12][N:13]1[CH2:18][CH2:17]OCC1)=O)#[N:6].[Cl:19][C:20]1[CH:32]=[C:24]2[C:25](O[C:28](=O)[N:29](C)[C:23]2=[CH:22][CH:21]=1)=[O:26].[OH2:33]>>[Cl:19][C:20]1[CH:32]=[C:24]2[C:23](=[CH:22][CH:21]=1)[N:29]([CH3:28])[C:5](=[NH:6])[C:7]([C:8]([NH:10][CH2:11][CH2:12][N:13]1[CH2:18][CH2:17][O:4][CH2:2][CH2:3]1)=[O:33])=[C:25]2[OH:26] |^1:0|. The reactants are [Na] (sodium), ClC1=CC=C2C(C(=O)OC(N2C)=O)=C1 (5-chloro-N-methylisatoic anhydride), O (water), C(C)O (ethanol), C(#N)CC(=O)NCCN1CCOCC1 (2-cyano-N-(2- morpholinoethyl)acetamide).